describe an organic reaction: reactants, conditions, products, and yield From a dataset of the Open Reaction Database (ORD), a public repository of structured organic reaction records. The reactants are CI, O=C(Nc1c(I)c(C(=O)NCC(O)CO)c(I)c(C(=O)NCC(O)CO)c1I)Nc1c(I)c(C(=O)NCC(O)CO)c(I)c(C(=O)NCC(O)CO)c1I, [Na+], [OH-]. The product is CN(C(=O)Nc1c(I)c(C(=O)NCC(O)CO)c(I)c(C(=O)NCC(O)CO)c1I)c1c(I)c(C(=O)NCC(O)CO)c(I)c(C(=O)NCC(O)CO)c1I. As a reaction SMILES: [CH3:55][I:56].[I:1][c:2]1[c:3]([NH:26][C:27](=[O:28])[NH:29][c:30]2[c:31]([I:54])[c:32]([C:46](=[O:47])[NH:48][CH2:49][CH:50]([CH2:51][OH:52])[OH:53])[c:33]([I:45])[c:34]([C:37](=[O:38])[NH:39][CH2:40][CH:41]([CH2:42][OH:43])[OH:44])[c:35]2[I:36])[c:4]([I:25])[c:5]([C:17](=[O:18])[NH:19][CH2:20][CH:21]([CH2:22][OH:23])[OH:24])[c:6]([I:16])[c:7]1[C:8](=[O:9])[NH:10][CH2:11][CH:12]([CH2:13][OH:14])[OH:15].[Na+:58].[OH-:57]>>[I:1][c:2]1[c:3]([N:26]([C:27](=[O:28])[NH:29][c:30]2[c:31]([I:54])[c:32]([C:46](=[O:47])[NH:48][CH2:49][CH:50]([CH2:51][OH:52])[OH:53])[c:33]([I:45])[c:34]([C:37](=[O:38])[NH:39][CH2:40][CH:41]([CH2:42][OH:43])[OH:44])[c:35]2[I:36])[CH3:55])[c:4]([I:25])[c:5]([C:17](=[O:18])[NH:19][CH2:20][CH:21]([CH2:22][OH:23])[OH:24])[c:6]([I:16])[c:7]1[C:8](=[O:9])[NH:10][CH2:11][CH:12]([CH2:13][OH:14])[OH:15].